This data is from the Open Reaction Database (ORD), a public repository of structured organic reaction records. The task is: describe an organic reaction: reactants, conditions, products, and yield The reactants are CN1C(NC(C=2N(C=NC12)CCCCC(C)=O)=O)=O (3-methyl-7-(5-oxohexyl)-xanthine), ClCC(C)=O (chloroacetone), C([O-])([O-])=O.[K+].[K+] (potassium carbonate). The solvent is CN(C=O)C (dimethylformamide). Product: CN1C(N(C(C=2N(C=NC12)CCCCC(C)=O)=O)CC(C)=O)=O (3-Methyl-7-(5-oxohexyl)-1-(2-oxopropyl)-xanthine). Reaction SMILES: [CH3:1][N:2]1[C:10]2[N:9]=[CH:8][N:7]([CH2:11][CH2:12][CH2:13][CH2:14][C:15](=[O:17])[CH3:16])[C:6]=2[C:5](=[O:18])[NH:4][C:3]1=[O:19].Cl[CH2:21][C:22](=[O:24])[CH3:23].C(=O)([O-])[O-].[K+].[K+]>CN(C)C=O>[CH3:1][N:2]1[C:10]2[N:9]=[CH:8][N:7]([CH2:11][CH2:12][CH2:13][CH2:14][C:15](=[O:17])[CH3:16])[C:6]=2[C:5](=[O:18])[N:4]([CH2:21][C:22](=[O:24])[CH3:23])[C:3]1=[O:19] |f:2.3.4|. Reported procedure: This compound was prepared by alkylation of 3-methyl-7-(5-oxohexyl)-xanthine with chloroacetone in dimethylformamide in the presence of potassium carbonate at 100° C. for 1.5 hours.